Dataset: the Open Reaction Database (ORD), a public repository of structured organic reaction records. Task: describe an organic reaction: reactants, conditions, products, and yield The solvent is CO (methanol). Reaction conditions: time 15 minute. Yields the product C(C)(C)(C)OC(=O)N[C@H](C(CN[C@@H](CC1=CC=CC=C1)C(=O)N[C@@H](CC(C)C)C(=O)OC(C)(C)C)O)CC1=CC=CC=C1 ((3S)-N-[N-[3-[[(t-Butyloxy)carbonyl]amino]-2-hydroxy-4-phenylbutyl]-L-phenylalanyl]-L-leucine, t-butyl ester). The yield is 144.1%. The reactants are [BH4-].[Na+] (Sodium borohydride), C(C)(C)(C)OC(=O)N[C@H](C(CN[C@@H](CC1=CC=CC=C1)C(=O)N[C@@H](CC(C)C)C(=O)OC(C)(C)C)=O)CC1=CC=CC=C1 ((3S)-N-[N-[3-[[(t-butyloxy)carbonyl]amino]-2-oxo-4-phenylbutyl]-L-phenylalanyl]-L-leucine, t-butyl ester), material. Procedure details: A solution of (3S)-N-[N-[3-[[(t-butyloxy)carbonyl]amino]-2-oxo-4-phenylbutyl]-L-phenylalanyl]-L-leucine, t-butyl ester (1.46 g, 2.45 mmol) in 15 ml of methanol was cooled to 0° C. Sodium borohydride (93 mg, 2.45 mmol) was added in portions over 5 minutes. After 15 minutes, the solvent was evaporated. The residue was taken up into ethyl acetate (100 ml), washed with water, dried (sodium sulfate) and evaporated to give 1.14 g of a slightly yellow gum. This material was combined with 1.73 g of mate... As a reaction SMILES: [C:1]([O:5][C:6]([NH:8][C@@H:9]([CH2:37][C:38]1[CH:43]=[CH:42][CH:41]=[CH:40][CH:39]=1)[C:10](=[O:36])[CH2:11][NH:12][C@H:13]([C:21]([NH:23][C@H:24]([C:29]([O:31][C:32]([CH3:35])([CH3:34])[CH3:33])=[O:30])[CH2:25][CH:26]([CH3:28])[CH3:27])=[O:22])[CH2:14][C:15]1[CH:20]=[CH:19][CH:18]=[CH:17][CH:16]=1)=[O:7])([CH3:4])([CH3:3])[CH3:2].[BH4-].[Na+]>CO>[C:1]([O:5][C:6]([NH:8][C@@H:9]([CH2:37][C:38]1[CH:43]=[CH:42][CH:41]=[CH:40][CH:39]=1)[CH:10]([OH:36])[CH2:11][NH:12][C@H:13]([C:21]([NH:23][C@H:24]([C:29]([O:31][C:32]([CH3:33])([CH3:34])[CH3:35])=[O:30])[CH2:25][CH:26]([CH3:28])[CH3:27])=[O:22])[CH2:14][C:15]1[CH:16]=[CH:17][CH:18]=[CH:19][CH:20]=1)=[O:7])([CH3:3])([CH3:4])[CH3:2] |f:1.2|. The reactants are CC1N(CCCC1)CC=1C=C(C=CC1)O (3-((methylpiperidin-1-yl)methyl) phenol), [H-].[Na+] (sodium hydride), CN(C)C=O (DMF), [O-]S(=O)(=O)[O-].[Na+].[Na+] (Na2SO4), [H-].[H-].[H-].[H-].[Li+].[Al+3] (LiAlH4), ice water, ClCCCC#N (4chlorobutyronitrile). Solvent: CCOCC (ether), O (H2O). Reaction conditions: time 8 hour. Yields the product CC1CN(CCC1)CC=1C=C(OCCCCN)C=CC1 (4-[3-[(3-Methylpiperidin-1-yl)methyl]phenoxy]butanamine). As a reaction SMILES: C[CH:2]1[CH2:7][CH2:6][CH2:5][CH2:4][N:3]1[CH2:8][C:9]1[CH:10]=[C:11]([OH:15])[CH:12]=[CH:13][CH:14]=1.[H-].[Na+].Cl[CH2:19][CH2:20][CH2:21][C:22]#[N:23].[O-]S([O-])(=O)=O.[Na+].[Na+].[H-].[H-].[H-].[H-].[Li+].[Al+3].[CH3:37]N(C=O)C>CCOCC.O>[CH3:37][CH:5]1[CH2:6][CH2:7][CH2:2][N:3]([CH2:8][C:9]2[CH:10]=[C:11]([CH:12]=[CH:13][CH:14]=2)[O:15][CH2:19][CH2:20][CH2:21][CH2:22][NH2:23])[CH2:4]1 |f:1.2,4.5.6,7.8.9.10.11.12|. Procedure details: 5.13 g (0.025 mol) of 3-((methylpiperidin-1-yl)methyl) phenol (Example 64 a) are added to a suspension of 1.0 g (0.025 mol) of sodium hydride (60%) in absolute DMF and the mixture is stirred overnight at room temperature. After the addition of 2.58 g (0.025 mol) of 4chlorobutyronitrile, the reaction mixture is stirred at 60° C. for 7 hours, and then poured into ice water and extracted with ether, and the organic phase is washed with 5% NaOH. After dehydration over Na2SO4, the ethereal phase is i... RXN SMILES: [Br:11][c:12]1[cH:13][c:14]([C:18]([F:19])([F:20])[F:21])[cH:15][cH:16][cH:17]1.[CH3:22][C:23]([CH3:24])([O-:25])[CH3:26].[CH3:28][c:29]1[cH:30][cH:31][cH:32][cH:33][cH:34]1.[Cl:35][CH2:36][Cl:37].[K+:27].[NH:1]1[CH2:2][CH2:3][CH:4]([C:7](=[O:8])[O:9][CH3:10])[CH2:5][CH2:6]1.[O:38]=[CH:39][N:40]([CH3:41])[CH3:42]>>[N:1]1([c:12]2[cH:13][c:14]([C:18]([F:19])([F:20])[F:21])[cH:15][cH:16][cH:17]2)[CH2:2][CH2:3][CH:4]([C:7](=[O:8])[O:9][CH3:10])[CH2:5][CH2:6]1. Product: COC(=O)C1CCN(c2cccc(C(F)(F)F)c2)CC1. Starting materials: FC(F)(F)c1cccc(Br)c1, CC(C)(C)[O-], Cc1ccccc1, ClCCl, [K+], COC(=O)C1CCNCC1, CN(C)C=O. The reactants are CC(C)(C)OC(=O)N1CCC(C(=O)O)(c2ccccc2)CC1, CCN=C=NCCCN(C)C, CCOC(C)=O, CCN(C(C)C)C(C)C, ClCCl, Cl, N, O, On1nnc2ccccc21. Yields the product CC(C)(C)OC(=O)N1CCC(C(N)=O)(c2ccccc2)CC1. Reaction SMILES: [C:1]([CH3:2])([CH3:3])([CH3:4])[O:5][C:6](=[O:7])[N:8]1[CH2:9][CH2:10][C:11]([C:14](=[O:15])[OH:16])([c:17]2[cH:18][cH:19][cH:20][cH:21][cH:22]2)[CH2:12][CH2:13]1.[CH2:33]([N:34]=[C:35]=[N:36][CH2:37][CH2:38][CH2:39][N:40]([CH3:41])[CH3:42])[CH3:43].[CH3:56][CH2:57][O:58][C:59](=[O:60])[CH3:61].[CH:23]([N:26]([CH2:24][CH3:25])[CH:27]([CH3:28])[CH3:29])([CH3:30])[CH3:31].[Cl:62][CH2:63][Cl:64].[ClH:32].[NH3:55].[OH2:44].[OH:45][n:46]1[c:47]2[cH:48][cH:49][cH:50][cH:51][c:52]2[n:53][n:54]1>>[C:1]([CH3:2])([CH3:3])([CH3:4])[O:5][C:6](=[O:7])[N:8]1[CH2:9][CH2:10][C:11]([C:14](=[O:15])[NH2:26])([c:17]2[cH:18][cH:19][cH:20][cH:21][cH:22]2)[CH2:12][CH2:13]1.